This data is from the Open Reaction Database (ORD), a public repository of structured organic reaction records. The task is: describe an organic reaction: reactants, conditions, products, and yield The reactants are FC=1C=C(C=CC1)C1=CC=C2CCC(C2=C1)=O (6-(3-fluorophenyl)-2,3-dihydro-1H-inden-1-one), NC=1C=C(OCC(=O)OC(C)C)C=CC1 (isopropyl 2-(3-aminophenoxyl)acetate), [BH4-].[Na+] (sodium borohydride). Solvent: C1(=CC=CC=C1)C (toluene). Reaction conditions: temperature 120 celsius, time 16 hour. Product: FC=1C=C(C=CC1)C1=CC=C2CCC(C2=C1)NC=1C=C(OCC(=O)OC(C)C)C=CC1 (isopropyl 2-(3-((6-(3-fluorophenyl)-2,3-dihydro-1H-inden-1-yl)amino)phenoxy)acetate). Yield: 20.4%. RXN SMILES: [F:1][C:2]1[CH:3]=[C:4]([C:8]2[CH:16]=[C:15]3[C:11]([CH2:12][CH2:13][C:14]3=O)=[CH:10][CH:9]=2)[CH:5]=[CH:6][CH:7]=1.[NH2:18][C:19]1[CH:20]=[C:21]([CH:30]=[CH:31][CH:32]=1)[O:22][CH2:23][C:24]([O:26][CH:27]([CH3:29])[CH3:28])=[O:25].[BH4-].[Na+]>C1(C)C=CC=CC=1>[F:1][C:2]1[CH:3]=[C:4]([C:8]2[CH:16]=[C:15]3[C:11]([CH2:12][CH2:13][CH:14]3[NH:18][C:19]3[CH:20]=[C:21]([CH:30]=[CH:31][CH:32]=3)[O:22][CH2:23][C:24]([O:26][CH:27]([CH3:28])[CH3:29])=[O:25])=[CH:10][CH:9]=2)[CH:5]=[CH:6][CH:7]=1 |f:2.3|. Reported procedure: Approximately forty oven dried 3 Å molecular sieves were added to a solution of 6-(3-fluorophenyl)-2,3-dihydro-1H-inden-1-one (66 mg, 0.292 mmol) and isopropyl 2-(3-aminophenoxyl)acetate (122 mg, 0.583 mmol) in toluene (3 mL) at room temperature. The reaction was heated in a 120° C. oil bath and allowed to stir overnight for approximately 16 hours. The reaction was cooled to room temperature and sodium borohydride (44 mg, 1.2 mmol) was added. The solution was stirred for 4 hours at room temperat...